From a dataset of the Open Reaction Database (ORD), a public repository of structured organic reaction records. describe an organic reaction: reactants, conditions, products, and yield The reactants are FC(F)(F)c1ccc(Cl)nc1, CN(C(=O)c1ccc(Cl)cc1)C1CCNCC1c1ccc(Cl)c(Cl)c1, Cl. The product is CN(C(=O)c1ccc(Cl)cc1)C1CCN(c2ccc(C(F)(F)F)cn2)CC1c1ccc(Cl)c(Cl)c1. RXN SMILES: [Cl:27][c:28]1[n:29][cH:30][c:31]([C:34]([F:35])([F:36])[F:37])[cH:32][cH:33]1.[Cl:2][c:3]1[cH:4][cH:5][c:6]([C:7](=[O:8])[N:9]([CH3:10])[CH:11]2[CH:12]([c:17]3[cH:18][c:19]([Cl:24])[c:20]([Cl:23])[cH:21][cH:22]3)[CH2:13][NH:14][CH2:15][CH2:16]2)[cH:25][cH:26]1.[ClH:1]>>[Cl:2][c:3]1[cH:4][cH:5][c:6]([C:7](=[O:8])[N:9]([CH3:10])[CH:11]2[CH:12]([c:17]3[cH:18][c:19]([Cl:24])[c:20]([Cl:23])[cH:21][cH:22]3)[CH2:13][N:14]([c:28]3[n:29][cH:30][c:31]([C:34]([F:35])([F:36])[F:37])[cH:32][cH:33]3)[CH2:15][CH2:16]2)[cH:25][cH:26]1. Reactants: O=C1Cc2ccccc2N1, O, O=[N+]([O-])O, O=S(=O)(O)O. Product: O=C1Cc2cc([N+](=O)[O-])ccc2N1. As a reaction SMILES: [NH:5]1[C:6](=[O:14])[CH2:7][c:8]2[cH:9][cH:10][cH:11][cH:12][c:13]21.[OH2:15].[OH:1][N+:2]([O-:3])=[O:4].[S:16](=[O:17])(=[O:18])([OH:19])[OH:20]>>[O-:1][N+:2](=[O:4])[c:10]1[cH:9][c:8]2[c:13]([cH:12][cH:11]1)[NH:5][C:6](=[O:14])[CH2:7]2. The reactants are CC1=C(NC2=C1C(N(CCC2)CCN2CCCCC2)=O)C=O (3-methyl-4-oxo-5-(2-piperidin-1-yl-ethyl)-1,4,5,6,7,8-hexahydro-pyrrolo[3,2-c]azepine-2-carbaldehyde), BrC=1C=C(C=C2CC(NC12)=O)F (7-bromo-5-fluoro-1,3-dihydro-indol-2-one). Yields the product BrC=1C=C(C=C2/C(/C(NC12)=O)=C/C1=C(C=2C(N(CCCC2N1)CCN1CCCCC1)=O)C)F ((Z)-2-(7-bromo-5-fluoro-2-oxo-1,2-dihydro-indol-3-ylidenemethyl)-3-methyl-5-(2-piperidin-1-yl-ethyl)-5,6,7,8-tetrahydro-1H-pyrrolo[3,2-c]azepin-4-one). The yield is 76.4%. Reaction SMILES: [CH3:1][C:2]1[C:6]2[C:7](=[O:20])[N:8]([CH2:12][CH2:13][N:14]3[CH2:19][CH2:18][CH2:17][CH2:16][CH2:15]3)[CH2:9][CH2:10][CH2:11][C:5]=2[NH:4][C:3]=1[CH:21]=O.[Br:23][C:24]1[CH:25]=[C:26]([F:34])[CH:27]=[C:28]2[C:32]=1[NH:31][C:30](=[O:33])[CH2:29]2>>[Br:23][C:24]1[CH:25]=[C:26]([F:34])[CH:27]=[C:28]2[C:32]=1[NH:31][C:30](=[O:33])/[C:29]/2=[CH:21]\[C:3]1[NH:4][C:5]2[CH2:11][CH2:10][CH2:9][N:8]([CH2:12][CH2:13][N:14]3[CH2:19][CH2:18][CH2:17][CH2:16][CH2:15]3)[C:7](=[O:20])[C:6]=2[C:2]=1[CH3:1]. Reported procedure: The title compound was prepared under the same conditions as described in step 5 of Example 32 with 3-methyl-4-oxo-5-(2-piperidin-1-yl-ethyl)-1,4,5,6,7,8-hexahydro-pyrrolo[3,2-c]azepine-2-carbaldehyde 32d obtained from step 4 of Example 32 and 7-bromo-5-fluoro-1,3-dihydro-indol-2-one 4b obtained from step 1 of Example 4 as starting materials to obtain (Z)-2-(7-bromo-5-fluoro-2-oxo-1,2-dihydro-indol-3-ylidenemethyl)-3-methyl-5-(2-piperidin-1-yl-ethyl)-5,6,7,8-tetrahydro-1H-pyrrolo[3,2-c]azepin-4-... Starting materials: C(CCCCC)(=O)OCC.[Na] (sodium ethyl hexanoate), C(C)OCC (diethyl ether), FC(C(=O)O)(F)F.O=C1CC2SCC=C(N12)C(=O)O (8-oxo-5-thia-1-azabicyclo[4.2.0]oct-2-ene-2-carboxylic acid, trifluoroacetate salt). Solvent: C(CCC)O (butanol), CO (methanol). Conditions: time 10 minute. The product is O=C1CC2SCC=C(N12)C(=O)O (8-oxo-5-thia-1-azabicyclo[4.2.0]oct-2-ene-2-carboxylic acid), [Na] (sodium). Reaction SMILES: FC(F)(F)C(O)=O.[O:8]=[C:9]1[N:16]2[CH:11]([S:12][CH2:13][CH:14]=[C:15]2[C:17]([OH:19])=[O:18])[CH2:10]1.C(OCC)(=O)CCCCC.[Na:30].C(OCC)C>CO.C(O)CCC>[O:8]=[C:9]1[N:16]2[CH:11]([S:12][CH2:13][CH:14]=[C:15]2[C:17]([OH:19])=[O:18])[CH2:10]1.[Na:30] |f:0.1,2.3,^1:29,54|. Reported procedure: While stirring 0.8 g of [6R-[6α, 7β(Z)]]-3-[(Acetyloxy)methyl]-7-[[(2-amino-4-thiazolyl)[2-oxo-2-[(phenylmethoxy)amino]ethoxy]imino]acetyl]amino]-8-oxo-5-thia-1-azabicyclo[4.2.0]oct-2-ene-2-carboxylic acid, trifluoroacetate salt is dissolved in 5 ml methanol. At 0° C. an equivalent amount of sodium ethyl hexanoate in butanol is added while stirring. After 10 min. 100 ml of dry diethyl ether is added and the precipitate is filtered off to yield 0.69 g of [6R-[6α, 7β(Z)]]-3-[(Acetyloxy)methyl]-7-[...